This data is from the Open Reaction Database (ORD), a public repository of structured organic reaction records. The task is: describe an organic reaction: reactants, conditions, products, and yield Starting materials: O=C1c2ccccc2C(=O)N1CCBr, Fc1ccc2c(N3CCNCC3)n[nH]c2c1, [K+], [K+], O=C([O-])[O-], O. Yields the product O=C1c2ccccc2C(=O)N1CCN1CCN(c2n[nH]c3cc(F)ccc23)CC1. RXN SMILES: [Br:23][CH2:24][CH2:25][N:26]1[C:27](=[O:36])[c:28]2[c:29]([cH:32][cH:33][cH:34][cH:35]2)[C:30]1=[O:31].[F:1][c:2]1[cH:3][cH:4][c:5]2[c:6]([N:11]3[CH2:12][CH2:13][NH:14][CH2:15][CH2:16]3)[n:7][nH:8][c:9]2[cH:10]1.[K+:17].[K+:18].[O-:19][C:20]([O-:21])=[O:22].[OH2:37]>>[F:1][c:2]1[cH:3][cH:4][c:5]2[c:6]([N:11]3[CH2:12][CH2:13][N:14]([CH2:24][CH2:25][N:26]4[C:27](=[O:36])[c:28]5[c:29]([cH:32][cH:33][cH:34][cH:35]5)[C:30]4=[O:31])[CH2:15][CH2:16]3)[n:7][nH:8][c:9]2[cH:10]1. Reactants: COc1ccc(COc2ccc(C)cc2Cc2ccc(N3CC(=O)N(CC[Si](C)(C)C)S3(=O)=O)c(OCc3ccccc3)c2)cc1, ClCCl, O=C(O)C(F)(F)F. Product: Cc1ccc(O)c(Cc2ccc(N3CC(=O)N(CC[Si](C)(C)C)S3(=O)=O)c(OCc3ccccc3)c2)c1. RXN SMILES: [CH2:1]([c:2]1[cH:3][cH:4][cH:5][cH:6][cH:7]1)[O:8][c:9]1[c:10]([N:33]2[CH2:34][C:35](=[O:46])[N:36]([CH2:40][CH2:41][Si:42]([CH3:43])([CH3:44])[CH3:45])[S:37]2(=[O:38])=[O:39])[cH:11][cH:12][c:13]([CH2:15][c:16]2[c:17]([O:23][CH2:24][c:25]3[cH:26][cH:27][c:28]([O:29][CH3:30])[cH:31][cH:32]3)[cH:18][cH:19][c:20]([CH3:22])[cH:21]2)[cH:14]1.[CH2:54]([Cl:55])[Cl:56].[F:47][C:48]([F:49])([F:50])[C:51]([OH:52])=[O:53]>>[CH2:1]([c:2]1[cH:3][cH:4][cH:5][cH:6][cH:7]1)[O:8][c:9]1[c:10]([N:33]2[CH2:34][C:35](=[O:46])[N:36]([CH2:40][CH2:41][Si:42]([CH3:43])([CH3:44])[CH3:45])[S:37]2(=[O:38])=[O:39])[cH:11][cH:12][c:13]([CH2:15][c:16]2[c:17]([OH:23])[cH:18][cH:19][c:20]([CH3:22])[cH:21]2)[cH:14]1. The product is Cc1ccc(C(=O)N2C(=O)OC(=O)C2C)cc1. Reaction SMILES: [CH3:11][CH:12]1[NH:13][C:14](=[O:18])[O:15][C:16]1=[O:17].[CH3:19][CH2:20][O:21][C:22](=[O:23])[CH3:24].[CH3:1][c:2]1[cH:3][cH:4][c:5]([C:6](=[O:7])[Cl:8])[cH:9][cH:10]1.[CH3:25][N:26]([CH3:27])[c:28]1[cH:29][cH:30][n:31][cH:32][cH:33]1>>[CH3:1][c:2]1[cH:3][cH:4][c:5]([C:6](=[O:7])[N:13]2[CH:12]([CH3:11])[C:16](=[O:17])[O:15][C:14]2=[O:18])[cH:9][cH:10]1. The reactants are CC1NC(=O)OC1=O, CCOC(C)=O, Cc1ccc(C(=O)Cl)cc1, CN(C)c1ccncc1. Reactants: N1C=NC=C1 (imidazole), [Si](C)(C)(C(C)(C)C)Cl (t-butyldimethylsilyl chloride), O[C@@H]1C[C@H]2CC(CCN2C1)=O ((2R,8aS)-2-hydroxy-1,2,3,5,6,7,8,8a-octahydroindolizin-7-one), O (water). The solvent is ClCCl (dichloromethane). Conditions: time 20 hour. Product: [Si](C)(C)(C(C)(C)C)O[C@@H]1C[C@H]2CC(CCN2C1)=O ((2R8aS)-2-(t-Butyldimethylsilyloxy)-1,2,3,5,6,7,8,8a-octahydroindolizin-7-one). Yield: 90.7%. RXN SMILES: N1C=CN=C1.[Si:6](Cl)([C:9]([CH3:12])([CH3:11])[CH3:10])([CH3:8])[CH3:7].[OH:14][C@H:15]1[CH2:23][N:22]2[C@H:17]([CH2:18][C:19](=[O:24])[CH2:20][CH2:21]2)[CH2:16]1.O>ClCCl>[Si:6]([O:14][C@H:15]1[CH2:23][N:22]2[C@H:17]([CH2:18][C:19](=[O:24])[CH2:20][CH2:21]2)[CH2:16]1)([C:9]([CH3:12])([CH3:11])[CH3:10])([CH3:8])[CH3:7]. Procedure details: 1.70 g (24.9 mmol) of imidazole and 1.88 g (12.5 mmol) of t-butyldimethylsilyl chloride were added to a solution of 1.30 g (8.1 mmol) of (2R,8aS)-2-hydroxy-1,2,3,5,6,7,8,8a-octahydroindolizin-7-one [obtained as described in Preparative Example 2(i)′ above] in 30 ml of dichloromethane and the resulting mixture was stirred for 20 hours at room temperature. At the end of this time, water was added and the reaction mixture was extracted with dichloromethane. The organic extract was washed with water... Reactants: CCCCCCCN(CCc1ccc(C=O)cc1)C(=O)OC(C)(C)C, O=C[O-], CCOC(=O)CCl, [H-], [NH4+], [Na+], C1CCOC1. Product: CCCCCCCN(CCc1ccc(CC(O)C(=O)OCC)cc1)C(=O)OC(C)(C)C. Reaction SMILES: [C:1]([CH3:2])([CH3:3])([CH3:4])[O:5][C:6]([N:7]([CH2:8][CH2:9][CH2:10][CH2:11][CH2:12][CH2:13][CH3:14])[CH2:15][CH2:16][c:17]1[cH:18][cH:19][c:20]([CH:23]=[O:24])[cH:21][cH:22]1)=[O:25].[CH:35](=[O:36])[O-:37].[Cl:26][CH2:27][C:28](=[O:29])[O:30][CH2:31][CH3:32].[H-:34].[NH4+:38].[Na+:33].[O:39]1[CH2:40][CH2:41][CH2:42][CH2:43]1>>[C:1]([CH3:2])([CH3:3])([CH3:4])[O:5][C:6]([N:7]([CH2:8][CH2:9][CH2:10][CH2:11][CH2:12][CH2:13][CH3:14])[CH2:15][CH2:16][c:17]1[cH:18][cH:19][c:20]([CH2:23][CH:27]([C:28](=[O:29])[O:30][CH2:31][CH3:32])[OH:36])[cH:21][cH:22]1)=[O:25].